From a dataset of the Open Reaction Database (ORD), a public repository of structured organic reaction records. describe an organic reaction: reactants, conditions, products, and yield Starting materials: OC1=CC=C2C=C(C=NC2=C1)C(=O)O (7-hydroxy 3-quinolinecarboxylic acid), O=S(Cl)Cl (SOCl2), CCO (EtOH), C(=O)([O-])[O-].[Na+].[Na+] (Na2CO3), O (water). Product: OC1=CC=C2C=C(C=NC2=C1)C(=O)OCC (ethyl 7-hydroxyquinoline-3-carboxylate). Yield: 64.0%. As a reaction SMILES: [OH:1][C:2]1[CH:11]=[C:10]2[C:5]([CH:6]=[C:7]([C:12]([OH:14])=[O:13])[CH:8]=[N:9]2)=[CH:4][CH:3]=1.O=S(Cl)Cl.O.C([O-])([O-])=O.[Na+].[Na+].[CH3:26][CH2:27]O>>[OH:1][C:2]1[CH:11]=[C:10]2[C:5]([CH:6]=[C:7]([C:12]([O:14][CH2:26][CH3:27])=[O:13])[CH:8]=[N:9]2)=[CH:4][CH:3]=1 |f:3.4.5|. Procedure: To a solution of the compound obtained in stage A (15 g, 79 mmol) in EtOH (500 ml) was added dropwise SOCl2 (40 mL). The resulting mixture was stirred under reflux during 12 hours. After adding water (200 mL), the pH was adjusted to 7.0 with 20% aqueous Na2CO3. The aqueous solution was extracted with CH2Cl2 (3×200 mL). The combined organic layers were dried over MgSO4, filtered and evaporated to afford 11 g (yield: 64%) of the product of molecular formula C12H11NO3. Aspect: pale brown powder. Starting materials: FC1=C(C=CC(=C1)F)N1C=C(C(C2=C(C(=C(C(=C12)F)F)F)C=C)=O)C(=O)OCC (Ethyl 1-(2,4-difluorophenyl)-6,7,8-trifluoro-1,4-dihydro-4-oxo-5-vinyl-3-quinolinecarboxylate), O (water), S(O)(O)(=O)=O (sulphuric acid). Solvent: C(C)(=O)O (acetic acid). Yields the product FC1=C(C=CC(=C1)F)N1C=C(C(C2=C(C(=C(C(=C12)F)F)F)C=C)=O)C(=O)O (1-(2,4-Difluorophenyl)-6,7,8-trifluoro-1,4-dihydro-4-oxo-5-vinyl-3-quinolinecarboxylic acid). Isolated yield 69.8%. RXN SMILES: [F:1][C:2]1[CH:7]=[C:6]([F:8])[CH:5]=[CH:4][C:3]=1[N:9]1[C:18]2[C:13](=[C:14]([CH:22]=[CH2:23])[C:15]([F:21])=[C:16]([F:20])[C:17]=2[F:19])[C:12](=[O:24])[C:11]([C:25]([O:27]CC)=[O:26])=[CH:10]1.O.S(=O)(=O)(O)O>C(O)(=O)C>[F:1][C:2]1[CH:7]=[C:6]([F:8])[CH:5]=[CH:4][C:3]=1[N:9]1[C:18]2[C:13](=[C:14]([CH:22]=[CH2:23])[C:15]([F:21])=[C:16]([F:20])[C:17]=2[F:19])[C:12](=[O:24])[C:11]([C:25]([OH:27])=[O:26])=[CH:10]1. Procedure: 2 g of the product of Example C are refluxed for 2 hours in a mixture of 15 ml of glacial acetic acid, 1.5 ml of water and 0.7 ml of concentrated sulphuric acid. The product is filtered off with suction at room temperature, washed with water and dried. 1.3 g of the title compound are obtained (71% of theory). Reactants: COC(=O)C(C(C)C)N1C(C(C1C1=CC=CC=C1)NC(C)=O)=O (1-(1-methoxycarbonyl-2-methylpropyl)-3-acetylamino-4-phenylazetidin-2-one). Reagents/catalysts: [Pd] (Pd-C). Run in CO (methanol). Reaction conditions: time 18 hour. The product is methyl ester, C(C)(=O)N[C@@H](CC1=CC=CC=C1)C(=O)N[C@@H](C(C)C)C(=O)O (N-acetylphenylalanylvaline). The yield is 99.4%. As a reaction SMILES: C[O:2][C:3]([CH:5]([N:9]1[CH:12]([C:13]2[CH:18]=[CH:17][CH:16]=[CH:15][CH:14]=2)[CH:11]([NH:19][C:20](=[O:22])[CH3:21])[C:10]1=[O:23])[CH:6]([CH3:8])[CH3:7])=[O:4]>CO.[Pd]>[C:20]([NH:19][C@H:11]([C:10]([NH:9][C@H:5]([C:3]([OH:4])=[O:2])[CH:6]([CH3:7])[CH3:8])=[O:23])[CH2:12][C:13]1[CH:18]=[CH:17][CH:16]=[CH:15][CH:14]=1)(=[O:22])[CH3:21]. Procedure: According to the same procedure as in Example 1, 1-(1-methoxycarbonyl-2-methylpropyl)-3-acetylamino-4-phenylazetidin-2-one (230 mg.) was subjected to hydrogenolysis at 50° C. in methanol (20 ml.) in the presence of a 10% Pd-C (310 mg.) under a hydrogen pressure of one atmosphere. The reaction was completed in 18 hours. The same after-treatment as in Example 1 was followed to give methyl ester of N-acetylphenylalanylvaline (220 mg., yield: 95.5%). Reaction conditions: time 48 hour. The solvent is O1CCCC1 (tetrahydrofuran). Product: ClCCCCCCOC=1C=CC2=C(C(C(=CO2)OC)=O)C1 (6-(6- chlorohexoxy)-3-methoxy-4H-1-benzopyran-4-one). Reaction SMILES: [Cl:1][CH2:2][CH2:3][CH2:4][CH2:5][CH2:6][CH2:7][O:8][C:9]1[CH:10]=[CH:11][C:12]2[O:17][CH:16]=[C:15]([OH:18])[C:14](=[O:19])[C:13]=2[CH:20]=1.[H-].[Na+].[CH3:23]I.O>O1CCCC1>[Cl:1][CH2:2][CH2:3][CH2:4][CH2:5][CH2:6][CH2:7][O:8][C:9]1[CH:10]=[CH:11][C:12]2[O:17][CH:16]=[C:15]([O:18][CH3:23])[C:14](=[O:19])[C:13]=2[CH:20]=1 |f:1.2|. Reported procedure: A mixture of 5'-(6-chlorohexoxy)-2'-hydroxyacetophenone (32 g) and benzaldehyde (12 g) was dissolved in 250 mL of ethanol. A solution of 24 g of sodium hydroxide dissolved in 40 mL of water was added. This mixture was allowed to stand at room temperature for 6 hours. A solution of 8 g of sodium hydroxide dissolved in 40 mL of water was added, the solution was cooled to 15°-20° C., and then 20 mL of hydrogen peroxide (30% solution) was added and the solution was allowed to warm to room temperatur... Reactants: O (water), ClCCCCCCOC=1C=CC2=C(C(C(=CO2)O)=O)C1 (6-(6-chlorohexoxy)-3-hydroxy-4H-1-benzopyran-4-one), CI (methyl iodide), [H-].[Na+] (sodium hydride).